Dataset: the Open Reaction Database (ORD), a public repository of structured organic reaction records. Task: describe an organic reaction: reactants, conditions, products, and yield Starting materials: CC(C)(C)CC(C)(C)S, CCCC[N+](CCCC)(CCCC)CCCC, [Cl-], ClCC1CO1, [Na+], [OH-], O. Product: CC(C)(C)CC(C)(C)SCC1CO1. Reaction SMILES: [C:3]([CH3:4])([CH3:5])([CH2:6][C:7]([CH3:8])([CH3:9])[CH3:10])[SH:11].[CH3:18][CH2:19][CH2:20][CH2:21][N+:22]([CH2:23][CH2:24][CH2:25][CH3:26])([CH2:27][CH2:28][CH2:29][CH3:30])[CH2:31][CH2:32][CH2:33][CH3:34].[Cl-:17].[Cl:12][CH2:13][CH:14]1[CH2:15][O:16]1.[Na+:2].[OH-:1].[OH2:35]>>[C:3]([CH3:4])([CH3:5])([CH2:6][C:7]([CH3:8])([CH3:9])[CH3:10])[S:11][CH2:13][CH:14]1[CH2:15][O:16]1. The reactants are BrC1=CC=C(C=C1)C1(CC1)CC#N ([1-(4-Bromo-phenyl)-cyclopropyl]-acetonitrile), [OH-].[K+] (KOH), O (H2O). Run in CCO (EtOH). Product: BrC1=CC=C(C=C1)C1(CC1)CC(=O)O ([1-(4-Bromo-phenyl)-cyclopropyl]-acetic acid). As a reaction SMILES: [Br:1][C:2]1[CH:7]=[CH:6][C:5]([C:8]2([CH2:11][C:12]#N)[CH2:10][CH2:9]2)=[CH:4][CH:3]=1.[OH-:14].[K+].[OH2:16]>CCO>[Br:1][C:2]1[CH:7]=[CH:6][C:5]([C:8]2([CH2:11][C:12]([OH:16])=[O:14])[CH2:10][CH2:9]2)=[CH:4][CH:3]=1 |f:1.2|. Reported procedure: [1-(4-Bromo-phenyl)-cyclopropyl]-acetonitrile (7.56 g, 32.2 mmol) and KOH (7.56 g, 128.7 mmol) were dissolved in EtOH (54 mL) and H2O (6.75 mL) then the reaction was heated to 110° C. for 16 hours. The reaction was cooled then submitted to acidic aqueous workup to obtain the title compound which was used in the next step without further purification. Starting materials: NC1=C(C=C(C=C1)C)S(=O)(=O)N (2-amino-5-methylbenzenesulfonamide), ClC1=CC(=C(C=C1)/C=C/S(=O)(=O)Cl)OC ((E)-2-(4-chloro-2-methoxyphenyl)ethenesulfonyl chloride). Yields the product ClC1=CC(=C(C=C1)C=CS(=O)(=O)NC1=C(C=C(C=C1)C)S(=O)(=O)N)OC (2-(2-(4-Chloro-2-methoxyphenyl)vinylsulfonamido)-5-methylbenzenesulfonamide). The yield is 81.0%. As a reaction SMILES: [NH2:1][C:2]1[CH:7]=[CH:6][C:5]([CH3:8])=[CH:4][C:3]=1[S:9]([NH2:12])(=[O:11])=[O:10].[Cl:13][C:14]1[CH:19]=[CH:18][C:17](/[CH:20]=[CH:21]/[S:22](Cl)(=[O:24])=[O:23])=[C:16]([O:26][CH3:27])[CH:15]=1>>[Cl:13][C:14]1[CH:19]=[CH:18][C:17]([CH:20]=[CH:21][S:22]([NH:1][C:2]2[CH:7]=[CH:6][C:5]([CH3:8])=[CH:4][C:3]=2[S:9]([NH2:12])(=[O:10])=[O:11])(=[O:23])=[O:24])=[C:16]([O:26][CH3:27])[CH:15]=1. Reported procedure: The title compound was synthesized as described for Example 194 a) in 81% yield, starting from 2-amino-5-methylbenzenesulfonamide and (E)-2-(4-chloro-2-methoxyphenyl)ethenesulfonyl chloride (1 equiv.). Yields the product Cc1nc2n(CC(=O)c3ccccc3O)cc(F)cc-2c1CC#N. RXN SMILES: [B:27]([Br:28])([Br:29])[Br:30].[BrH:1].[C:2](#[N:3])[CH2:4][c:5]1[c:6]([CH3:26])[n:7][c:8]2[n:9]([CH2:15][C:16](=[O:17])[c:18]3[c:19]([O:24][CH3:25])[cH:20][cH:21][cH:22][cH:23]3)[cH:10][c:11]([F:14])[cH:12][c:13]1-2.[CH2:31]([Cl:32])[Cl:33]>>[C:2](#[N:3])[CH2:4][c:5]1[c:6]([CH3:26])[n:7][c:8]2[n:9]([CH2:15][C:16](=[O:17])[c:18]3[c:19]([OH:24])[cH:20][cH:21][cH:22][cH:23]3)[cH:10][c:11]([F:14])[cH:12][c:13]1-2. Starting materials: BrB(Br)Br, Br, COc1ccccc1C(=O)Cn1cc(F)cc2c(CC#N)c(C)nc1-2, ClCCl.